This data is from the Open Reaction Database (ORD), a public repository of structured organic reaction records. The task is: describe an organic reaction: reactants, conditions, products, and yield The reactants are ketone, C(CCC)[Li] (n-butyl lithium), C(CC(=O)C)(=O)OC (methyl acetoacetate), [H-].[Na+] (NaH), CCCCCC (hexane). Solvent: O1CCCC1 (tetrahydrofuran), C(CCCC)(=O)C1=CC=CC=C1 (valerophenone). Reaction conditions: temperature 0 celsius, time 10 minute. The product is C(CCC)C1(CC(=CC(O1)=O)O)C1=CC=CC=C1 (6-Butyl-5,6-dihydro-4-hydroxy-6-phenyl-2H-pyran-2-one), solid. As a reaction SMILES: [C:1]([O:7][CH3:8])(=[O:6])[CH2:2][C:3]([CH3:5])=[O:4].[H-].[Na+].[CH2:11]([Li])[CH2:12][CH2:13][CH3:14].[CH3:16][CH2:17][CH2:18][CH2:19][CH2:20][CH3:21]>C(C1C=CC=CC=1)(=O)CCCC.O1CCCC1>[CH2:11]([C:8]1([C:18]2[CH:17]=[CH:16][CH:21]=[CH:20][CH:19]=2)[O:7][C:1](=[O:6])[CH:2]=[C:3]([OH:4])[CH2:5]1)[CH2:12][CH2:13][CH3:14] |f:1.2|. Reported procedure: The title compound was prepared as described in General Method 1 using 2.7 mL of methyl acetoacetate, 1.1 g of NaH 60% dispersion in oil, 12.5 mL of 2.0M n-butyl lithium in hexane, 5.1 mL of valerophenone and 125 mL of tetrahydrofuran. After addition of the ketone, the reaction was stirred for 10 minutes at 0° C. then allowed to warm to room temperature overnight. The crude product was triturated from diethyl ether to afford a solid (m.p. 124°-126° C.). 1H NMR (CDCl3) δ 0.85 (t, 3 H), 1.28 (m, 4... As a reaction SMILES: [CH3:1][O:2][C:3]1[CH:4]=[C:5]([NH:13][C:14]2[CH:19]=[N:18][CH:17]=[C:16](Cl)[N:15]=2)[CH:6]=[C:7]([O:11][CH3:12])[C:8]=1[O:9][CH3:10].B1([C:30]2[CH:35]=[CH:34][C:33]([OH:36])=[CH:32][CH:31]=2)OC(C)(C)C(C)(C)O1>>[CH3:1][O:2][C:3]1[CH:4]=[C:5]([NH:13][C:14]2[CH:19]=[N:18][CH:17]=[C:16]([C:30]3[CH:35]=[CH:34][C:33]([OH:36])=[CH:32][CH:31]=3)[N:15]=2)[CH:6]=[C:7]([O:11][CH3:12])[C:8]=1[O:9][CH3:10]. The yield is 25.3%. Starting materials: COC=1C=C(C=C(C1OC)OC)NC1=NC(=CN=C1)Cl (2-(3,4,5-trimethoxyphenylamino)-6-chloropyrazine), B1(OC(C(O1)(C)C)(C)C)C2=CC=C(C=C2)O (4-(4,4,5,5-tetramethyl-1,3,2-dioxoborolan-2-yl)phenol). Procedure details: Using Method B with 275 mg (0.93 mmol) 2a and 242 mg (1.10 mmol) 4-(4,4,5,5-tetramethyl-1,3,2-dioxoborolan-2-yl)phenol, 83 mg pure title compound (59.7%) were obtained after purification by preparative HPLC (eluent:AcOEt). Reaction time: 48 hours. The product is COC=1C=C(C=C(C1OC)OC)NC1=NC(=CN=C1)C1=CC=C(C=C1)O (2-(3,4,5-trimethoxyphenylamino)-6-(4-hydroxyphenyl)pyrazine). Starting materials: Cl (hydrochloric acid), COC(CCN1C(N(C2=C1C=CC=C2)C(=C)C)=O)=O (3-(3-Isopropenyl-2-oxo-2,3-dihydro-benzimidazol-1-yl)-propionic acid methyl ester), CO (MeOH), O (water). The solvent is C(Cl)Cl (CH2Cl2). Run at temperature 60 celsius. Product: COC(CCN1C(NC2=C1C=CC=C2)=O)=O (3-(2-Oxo-2,3-dihydro-benzimidazol-1-yl)-propionic acid methyl ester). The yield is 93.0%. RXN SMILES: [CH3:1][O:2][C:3](=[O:19])[CH2:4][CH2:5][N:6]1[C:10]2[CH:11]=[CH:12][CH:13]=[CH:14][C:9]=2[N:8](C(C)=C)[C:7]1=[O:18].CO.O.Cl>C(Cl)Cl>[CH3:1][O:2][C:3](=[O:19])[CH2:4][CH2:5][N:6]1[C:10]2[CH:11]=[CH:12][CH:13]=[CH:14][C:9]=2[NH:8][C:7]1=[O:18]. Procedure: 3-(3-Isopropenyl-2-oxo-2,3-dihydro-benzimidazol-1-yl)-propionic acid methyl ester (2.2 g, 8.3 mmol) was treated with MeOH (5 mL) followed by water (5 mL) To this heterogeneous reaction mixture was added 37% hydrochloric acid (4 mL). This reaction mixture was heated to 60° C. for 20 min. The reaction remained as a clear homogeneous solution after heating. The reaction mixture was diluted with CH2Cl2 and washed with water. The organic phase was dried over Na2SO4 and concentrated to afford 1.7 g of...